This data is from the Open Reaction Database (ORD), a public repository of structured organic reaction records. The task is: describe an organic reaction: reactants, conditions, products, and yield The reactants are β-(2-oxocyclododecyl)propionic acid morpholine amide, C1(=CC=C(C=C1)S(=O)(=O)O)C (paratoluene sulfonic acid), C(C)(=O)O (acetic acid), C(C)(=O)OC(C)=O (acetic anhydride), C1=CC=CC=C1 (benzene). Yields the product C1=2CCCCCCCCCCC2OC(CC1)=O (13-oxabicyclo(10.4.0)hexadec-1(12)-en-14-one). The yield is 32.8%. As a reaction SMILES: [C:1]1([CH3:11])[CH:6]=[CH:5][C:4](S(O)(=O)=O)=[CH:3][CH:2]=1.[C:12]([OH:15])(=[O:14])[CH3:13].C(OC(=O)C)(=O)C.[CH:23]1[CH:28]=[CH:27][CH:26]=[CH:25][CH:24]=1>>[C:1]12[CH2:11][CH2:13][C:12](=[O:15])[O:14][C:26]=1[CH2:25][CH2:24][CH2:23][CH2:28][CH2:27][CH2:2][CH2:3][CH2:4][CH2:5][CH2:6]2. Procedure details: Five parts of the foregoing β-(2-oxocyclododecyl)propionic acid morpholine amide, 0.2 part of paratoluene sulfonic acid, 50 parts of acetic acid, and 5 parts of acetic anhydride were refluxed for 36 hours. And then 300 parts of benzene was added into the solution and washed with aqueous sodium bicarbonate to remove the catalyst and acetic acid. Thereafter, the resulting solution was treated by the same method as described in Example 1 to give 1.54 parts of 13-oxabicyclo(10.4.0)hexadec-1(12)-en-1... Solvent: C(Cl)(Cl)(Cl)Cl (CCl4). Starting materials: BrC1=NC=CC=C1C (2-bromo-3-methylpyridine), C1CC(=O)N(C1=O)Br (NBS). The product is BrC1=NC=CC=C1CBr (2-Bromo-3-bromomethyl-pyridine). Procedure: Synthesized from 2-bromo-3-methylpyridine (5.00 g, 29.1 mmol), NBS (5.69 g, 32.0 mmol) and DBPO (352 mg, 1.46 mmol) in CCl4 according to Method A. Yield: 2.87 g, 11.4 mmol, 39%. This compound was directly used in the next step without further purification. Reaction SMILES: [Br:1][C:2]1[C:7]([CH3:8])=[CH:6][CH:5]=[CH:4][N:3]=1.C1C(=O)N([Br:16])C(=O)C1>C(Cl)(Cl)(Cl)Cl>[Br:1][C:2]1[C:7]([CH2:8][Br:16])=[CH:6][CH:5]=[CH:4][N:3]=1. Reactants: NC=1C=C2C=NNC2=CC1 (5-aminoindazole), C(C)(=O)C(CC(=O)OCC)C(C)=O (ethyl 3-acetyl-4-oxopentanoate), Cl (hydrochloric acid), N(=O)[O-].[Na+] (sodium nitrite). Solvent: N1=CC=CC=C1 (pyridine), O (water), C(C)O (ethanol), O (water), C(C)O (ethanol). Run at time 30 minute. Product: N1N=CC2=CC(=CC=C12)NNC(CC(=O)OCC)C(C)=O (Ethyl 3-(5-indazolylhydrazino)-4-oxopentanoate). Reaction SMILES: [NH2:1][C:2]1[CH:3]=[C:4]2[C:8](=[CH:9][CH:10]=1)[NH:7][N:6]=[CH:5]2.Cl.[N:12]([O-])=O.[Na+].[C:16]([CH:19](C(=O)C)[CH2:20][C:21]([O:23][CH2:24][CH3:25])=[O:22])(=[O:18])[CH3:17]>N1C=CC=CC=1.C(O)C.O>[NH:7]1[C:8]2[C:4](=[CH:3][C:2]([NH:1][NH:12][CH:19]([C:16](=[O:18])[CH3:17])[CH2:20][C:21]([O:23][CH2:24][CH3:25])=[O:22])=[CH:10][CH:9]=2)[CH:5]=[N:6]1 |f:2.3|. Reported procedure: A solution of 5-aminoindazole in 50 ml. of ethanol, 100 ml. of water and 8 ml. of 12M hydrochloric acid was cooled to 0° C. and a previously cooled solution of 3.41 g. (49.5 mmoles) of sodium nitrite in 10 ml. of water was added dropwise. After 30 minutes, the dark red mixture was added to the solution of 9.2 g, (49.5 mmoles) of ethyl 3-acetyl-4-oxopentanoate in 20 ml. of ethanol and 14.2 ml. of pyridine. The resulting mixture was stirred at 0° for 30 minutes and then at room temperature for an ... RXN SMILES: [Br-:30].[CH2:35]1[O:36][CH2:37][CH2:38][CH2:39]1.[CH3:31][Mg+:32].[Cl-:33].[F:1][C:2]([c:3]1[cH:4][cH:5][c:6](-[c:9]2[cH:10][c:11]([O:15][c:16]3[cH:17][cH:18][c:19]4[cH:20][c:21]([CH:26]=[O:27])[cH:22][n:23][c:24]4[cH:25]3)[n:12][cH:13][n:14]2)[cH:7][cH:8]1)([F:28])[F:29].[NH4+:34]>>[F:1][C:2]([c:3]1[cH:4][cH:5][c:6](-[c:9]2[cH:10][c:11]([O:15][c:16]3[cH:17][cH:18][c:19]4[cH:20][c:21]([CH:26]([OH:27])[CH3:31])[cH:22][n:23][c:24]4[cH:25]3)[n:12][cH:13][n:14]2)[cH:7][cH:8]1)([F:28])[F:29]. The product is CC(O)c1cnc2cc(Oc3cc(-c4ccc(C(F)(F)F)cc4)ncn3)ccc2c1. The reactants are [Br-], C1CCOC1, C[Mg+], [Cl-], O=Cc1cnc2cc(Oc3cc(-c4ccc(C(F)(F)F)cc4)ncn3)ccc2c1, [NH4+]. Starting materials: CC(C)(C)OC(=O)N1CCC(OS(C)(=O)=O)CC1, C[S-], CN(C)C=O, [Na+], O. Product: CSC1CCN(C(=O)OC(C)(C)C)CC1. As a reaction SMILES: [C:1]([CH3:2])([CH3:3])([CH3:4])[O:5][C:6](=[O:7])[N:8]1[CH2:9][CH2:10][CH:11]([O:14][S:15]([CH3:16])(=[O:17])=[O:18])[CH2:12][CH2:13]1.[CH3:19][S-:20].[CH3:22][N:23]([CH3:24])[CH:25]=[O:26].[Na+:21].[OH2:27]>>[C:1]([CH3:2])([CH3:3])([CH3:4])[O:5][C:6](=[O:7])[N:8]1[CH2:9][CH2:10][CH:11]([S:20][CH3:19])[CH2:12][CH2:13]1.